From a dataset of the Open Reaction Database (ORD), a public repository of structured organic reaction records. describe an organic reaction: reactants, conditions, products, and yield Starting materials: CS(=O)(=O)OCC1CCC(F)(F)CC1, CN1CCCC1=O, [K+], [K+], O=C([O-])[O-], O, O=Cc1cccc(O)c1. Yields the product O=Cc1cccc(OCC2CCC(F)(F)CC2)c1. RXN SMILES: [CH3:1][S:2](=[O:3])(=[O:4])[O:5][CH2:6][CH:7]1[CH2:8][CH2:9][C:10]([F:13])([F:14])[CH2:11][CH2:12]1.[CH3:30][N:31]1[CH2:32][CH2:33][CH2:34][C:35]1=[O:36].[K+:24].[K+:25].[O-:26][C:27]([O-:28])=[O:29].[OH2:37].[OH:15][c:16]1[cH:17][c:18]([CH:19]=[O:20])[cH:21][cH:22][cH:23]1>>[O:5]([CH2:6][CH:7]1[CH2:8][CH2:9][C:10]([F:13])([F:14])[CH2:11][CH2:12]1)[c:16]1[cH:17][c:18]([CH:19]=[O:20])[cH:21][cH:22][cH:23]1. The reactants are Cn1c(C(=O)O)cc2c(OCc3ccccc3)cccc21, O=S(Cl)Cl, c1ccccc1. Yields the product Cn1c(C(=O)Cl)cc2c(OCc3ccccc3)cccc21. As a reaction SMILES: [CH2:1]([c:2]1[cH:3][cH:4][cH:5][cH:6][cH:7]1)[O:8][c:9]1[c:10]2[cH:11][c:12]([C:19](=[O:20])[OH:21])[n:13]([CH3:18])[c:14]2[cH:15][cH:16][cH:17]1.[S:22]([Cl:23])([Cl:24])=[O:25].[cH:26]1[cH:27][cH:28][cH:29][cH:30][cH:31]1>>[CH2:1]([c:2]1[cH:3][cH:4][cH:5][cH:6][cH:7]1)[O:8][c:9]1[c:10]2[cH:11][c:12]([C:19](=[O:21])[Cl:24])[n:13]([CH3:18])[c:14]2[cH:15][cH:16][cH:17]1. Reactants: ClC=1C=C(C(CBr)=O)C=CC1 (3-chlorophenacyl bromide), N1(CCOCC1)CCCNC(=S)N ((3-morpholin-4-yl-propyl)-thiourea), C(C)(C)N(C(C)C)CC (N,N-diisopropylethylamine), S1C(=CC=C1)C(=O)Cl (thiophene-2-carbonyl chloride). Run in C(C)O (ethanol). Yields the product ClC=1C=C(C=CC1)C=1N=C(SC1)N(C(=O)C=1SC=CC1)CCCN1CCOCC1 (N-(4-(3-Chlorophenyl)thiazol-2-yl)-N-(3-morpholinopropyl)thiophene-2-carboxamide). The yield is 54.6%. RXN SMILES: [Cl:1][C:2]1[CH:3]=[C:4]([CH:9]=[CH:10][CH:11]=1)[C:5](=O)[CH2:6]Br.[N:12]1([CH2:18][CH2:19][CH2:20][NH:21][C:22]([NH2:24])=[S:23])[CH2:17][CH2:16][O:15][CH2:14][CH2:13]1.C(N(CC)C(C)C)(C)C.[S:34]1[CH:38]=[CH:37][CH:36]=[C:35]1[C:39](Cl)=[O:40]>C(O)C>[Cl:1][C:2]1[CH:3]=[C:4]([C:5]2[N:24]=[C:22]([N:21]([CH2:20][CH2:19][CH2:18][N:12]3[CH2:13][CH2:14][O:15][CH2:16][CH2:17]3)[C:39]([C:35]3[S:34][CH:38]=[CH:37][CH:36]=3)=[O:40])[S:23][CH:6]=2)[CH:9]=[CH:10][CH:11]=1. Procedure: A mixture of 3-chlorophenacyl bromide (467 mg, 2 mmol) and (3-morpholin-4-yl-propyl)-thiourea (407 mg, 2 mmol) in dry ethanol (4 ml) was heated at reflux for 2 min, cooled to room temperature, and concentrated in vacuo. The resulting residue was suspended in dichloromethane (5 mL) followed by the addition of N,N-diisopropylethylamine (554 μL, 3 mmol) and thiophene-2-carbonyl chloride (160 μL, 1.5 mmol). The reaction mixture was maintained at room temperature overnight, then concentrated in vacuo... Reactants: C(C)(C)C1=NN=C2N1C1=C(OC2)N=C(C(=C1)C1=CC=CC=C1)C1=CC=C(C=C1)C1(CCC1)NC(OC(C)(C)C)=O (Tert-butyl (1-(4-(1-isopropyl-8-phenyl-4H-pyrido[2,3-b][1,2,4]triazolo[4,3-d][1,4]oxazin-7-yl)phenyl)cyclobutyl)carbamate). Run in C(=O)(C(F)(F)F)O (TFA). Conditions: time 30 second. The product is C(C)(C)C1=NN=C2N1C1=C(OC2)N=C(C(=C1)C1=CC=CC=C1)C1=CC=C(C=C1)C1(CCC1)N (1-(4-(1-isopropyl-8-phenyl-4H-pyrido[2,3-b][1,2,4]triazolo[4,3-d][1,4]oxazin-7-yl)phenyl)cyclobutanamine). Isolated yield 91.4%. Reaction SMILES: [CH:1]([C:4]1[N:8]2[C:9]3[CH:16]=[C:15]([C:17]4[CH:22]=[CH:21][CH:20]=[CH:19][CH:18]=4)[C:14]([C:23]4[CH:28]=[CH:27][C:26]([C:29]5([NH:33]C(=O)OC(C)(C)C)[CH2:32][CH2:31][CH2:30]5)=[CH:25][CH:24]=4)=[N:13][C:10]=3[O:11][CH2:12][C:7]2=[N:6][N:5]=1)([CH3:3])[CH3:2]>C(O)(C(F)(F)F)=O>[CH:1]([C:4]1[N:8]2[C:9]3[CH:16]=[C:15]([C:17]4[CH:18]=[CH:19][CH:20]=[CH:21][CH:22]=4)[C:14]([C:23]4[CH:24]=[CH:25][C:26]([C:29]5([NH2:33])[CH2:30][CH2:31][CH2:32]5)=[CH:27][CH:28]=4)=[N:13][C:10]=3[O:11][CH2:12][C:7]2=[N:6][N:5]=1)([CH3:3])[CH3:2]. Procedure details: Tert-butyl (1-(4-(1-isopropyl-8-phenyl-4H-pyrido[2,3-b][1,2,4]triazolo[4,3-d][1,4]oxazin-7-yl)phenyl)cyclobutyl)carbamate (24 mg, 0.045 mmol) was dissolved in TFA (1 ml) and stirred for 30 seconds. The solution was immediately concentrated to dryness under reduced pressure. The residue was dissolved in diethyl ether (˜2 ml) and concentrated to dryness under reduced pressure. This was repeated three times. The residue was then slurred in diethyl ether (2 ml) and after settling the supernatant sol... The reactants are [Br-], N#Cc1ccc(Br)cc1, CC(=O)[CH-]C(C)=O, C[Mg]Cl, CC(C)OP(OC(C)C)OC(C)C, [Cl-], [Cl-], [Mg+]c1ccc(Cl)cc1, [Ni], C1CCOC1, O, [Zn+2]. Yields the product N#Cc1ccc(-c2ccc(Cl)cc2)cc1. As a reaction SMILES: [Br-:27].[Br:18][c:19]1[cH:20][cH:21][c:22]([C:23]#[N:24])[cH:25][cH:26]1.[CH-:45]([C:46](=[O:47])[CH3:48])[C:49](=[O:50])[CH3:51].[CH3:15][Mg:16][Cl:17].[CH:2]([O:3][P:4]([O:5][CH:6]([CH3:7])[CH3:8])[O:9][CH:10]([CH3:11])[CH3:12])([CH3:13])[CH3:14].[Cl-:41].[Cl-:43].[Cl:28][c:29]1[cH:30][cH:31][c:32]([Mg+:35])[cH:33][cH:34]1.[Ni:44].[O:36]1[CH2:37][CH2:38][CH2:39][CH2:40]1.[OH2:1].[Zn+2:42]>>[c:19]1(-[c:32]2[cH:31][cH:30][c:29]([Cl:28])[cH:34][cH:33]2)[cH:20][cH:21][c:22]([C:23]#[N:24])[cH:25][cH:26]1. The reactants are S1C(=NC2=C1C=CC=C2)C2=C(NN=C2C2=CC=C(C=C2)[N+](=O)[O-])N (4-benzothiazol-2-yl-5-(4-nitrophenyl)-2H-pyrazol-3-ylamine), O.NN (hydrazine hydrate). The reagents and catalysts are [Ni] (Ni). The solvent is C(C)O (ethanol). Reaction conditions: time 2 hour. Yields the product NC1=CC=C(C=C1)C=1C(=C(NN1)N)C=1SC2=C(N1)C=CC=C2 (5-(4-Aminophenyl)-4-benzothiazol-2-yl-2H-pyrazol-3-ylamine). The yield is 24.9%. RXN SMILES: [S:1]1[C:5]2[CH:6]=[CH:7][CH:8]=[CH:9][C:4]=2[N:3]=[C:2]1[C:10]1[C:14]([C:15]2[CH:20]=[CH:19][C:18]([N+:21]([O-])=O)=[CH:17][CH:16]=2)=[N:13][NH:12][C:11]=1[NH2:24].O.NN>C(O)C.[Ni]>[NH2:21][C:18]1[CH:17]=[CH:16][C:15]([C:14]2[C:10]([C:2]3[S:1][C:5]4[CH:6]=[CH:7][CH:8]=[CH:9][C:4]=4[N:3]=3)=[C:11]([NH2:24])[NH:12][N:13]=2)=[CH:20][CH:19]=1 |f:1.2|. Reported procedure: An aqueous solution of Raney Ni (1 mL) was added to a suspension of 4-benzothiazol-2-yl-5-(4-nitrophenyl)-2H-pyrazol-3-ylamine (115 mg, 0.34 mmol) in ethanol (20 mL). To the vigorously stirring solution was added hydrazine hydrate dropwise in 3 portions (3×50 mg, 3 mmol in total), and the resulting mixture was then stirred for 2 hrs. The solids were removed by filtration and the mother liquor was evaporated to afford the crude material. The residue was purified by flash column chromatography elu... Starting materials: COP(=O)(OC)CC(=O)OC(C)(C)C (tert-butyl dimethylphosphonoacetate), FC1=CC=C(OCCBr)C=C1 (4-fluorophenoxyethyl bromide). Yields the product FC1=CC=C(OCCC(C(=O)OC(C)(C)C)P(=O)(OC)OC)C=C1 (tert-butyl 4-(4-fluorophenoxy)-2-(dimethylphosphono)-n-butyrate). The yield is 61.6%. Reaction SMILES: [CH3:1][O:2][P:3]([CH2:7][C:8]([O:10][C:11]([CH3:14])([CH3:13])[CH3:12])=[O:9])([O:5][CH3:6])=[O:4].[F:15][C:16]1[CH:25]=[CH:24][C:19]([O:20][CH2:21][CH2:22]Br)=[CH:18][CH:17]=1>>[F:15][C:16]1[CH:25]=[CH:24][C:19]([O:20][CH2:21][CH2:22][CH:7]([P:3]([O:5][CH3:6])([O:2][CH3:1])=[O:4])[C:8]([O:10][C:11]([CH3:14])([CH3:13])[CH3:12])=[O:9])=[CH:18][CH:17]=1. Reported procedure: 20.5 g of tert-butyl dimethylphosphonoacetate were reacted with 25 g of 4-fluorophenoxyethyl bromide by the method described in Example 5 A). The reaction mixture was worked up as described in Example 5 A). 20.4 g of tert-butyl 4-(4-fluorophenoxy)-2-(dimethylphosphono)-n-butyrate were obtained.